Dataset: the Open Reaction Database (ORD), a public repository of structured organic reaction records. Task: describe an organic reaction: reactants, conditions, products, and yield The reactants are C(C)(C)(C)OC(=O)N[C@@H](C(=O)OC)CC1=NC2=CC(=CC=C2C=C1CP(=O)(OCC)OCC)Cl (Methyl(R)-α-t-butoxycarbonylamino-7-chloro-3-diethylphosphonomethyl-2-quinolinepropionate). Run in Cl (hydrochloric acid). The product is N[C@@H](C(=O)O)CC1=NC2=CC(=CC=C2C=C1CP(=O)(O)O)Cl ((R)-α-Amino-7-chloro-3-(phosphonomethyl)-2-quinolinepropanoic acid). Reaction SMILES: C(OC([NH:8][C@H:9]([CH2:14][C:15]1[C:24]([CH2:25][P:26]([O:31]CC)([O:28]CC)=[O:27])=[CH:23][C:22]2[C:17](=[CH:18][C:19]([Cl:34])=[CH:20][CH:21]=2)[N:16]=1)[C:10]([O:12]C)=[O:11])=O)(C)(C)C>Cl>[NH2:8][C@H:9]([CH2:14][C:15]1[C:24]([CH2:25][P:26]([OH:31])([OH:28])=[O:27])=[CH:23][C:22]2[C:17](=[CH:18][C:19]([Cl:34])=[CH:20][CH:21]=2)[N:16]=1)[C:10]([OH:12])=[O:11]. Reported procedure: Methyl(R)-α-t-butoxycarbonylamino-7-chloro-3-diethylphosphonomethyl-2-quinolinepropionate (0.23 g, 0.45 mmol), prepared as described in example 5, was refluxed in 6N hydrochloric acid (10 ml) for 6 hours. The mixture was concentrated in vacuo and 100 mg of (R)-α-amino-7-chloro-3-(phosphonomethyl)-2-quinolinepropanoic acid was precipitated from water. 1H NMR(D2O, 400 MHz): δ 3.18 (d, 2H, CH2 --P), 3.58 (m, 2H, CH2), 4.38 (m, 1H, CH), 7.12 (d, 1H, ArH), 7.47 (d, 1H, ArH), 7.53 (s, 1H, ArH), 8.42 (... Starting materials: CC(C)CS, C[O-], CO, Cn1c(C(C)(O)CCl)nc2cc(Cl)c(Cl)cc21, [Na+]. Yields the product CC(C)CSCC(C)(O)c1nc2cc(Cl)c(Cl)cc2n1C. As a reaction SMILES: [CH3:18][CH:19]([CH2:20][SH:21])[CH3:22].[CH3:23][O-:24].[CH3:26][OH:27].[Cl:1][CH2:2][C:3]([CH3:4])([OH:5])[c:6]1[n:7][c:8]2[c:9]([n:10]1[CH3:11])[cH:12][c:13]([Cl:17])[c:14]([Cl:16])[cH:15]2.[Na+:25]>>[CH2:2]([C:3]([CH3:4])([OH:5])[c:6]1[n:7][c:8]2[c:9]([n:10]1[CH3:11])[cH:12][c:13]([Cl:17])[c:14]([Cl:16])[cH:15]2)[S:21][CH2:20][CH:19]([CH3:18])[CH3:22]. Reactants: BrC1=CC(=C(C=N1)C(O)C1=C(C(=CC=C1F)F)F)C ((6-bromo-4-methylpyridin-3-yl)(2,3,6-trifluorophenyl)methanol), S(=O)(Cl)Cl (thionyl chloride), CN(C=O)C (N,N-dimethylformamide). Solvent: C(Cl)Cl (methylene chloride). Conditions: time 2 hour. Product: BrC1=NC=C(C(=C1)C)C(C1=C(C(=CC=C1F)F)F)Cl (2-Bromo-5-[chloro(2,3,6-trifluorophenyl)methyl]-4-methylpyridine). Yield: 95.7%. As a reaction SMILES: [Br:1][C:2]1[N:7]=[CH:6][C:5]([CH:8]([C:10]2[C:15]([F:16])=[CH:14][CH:13]=[C:12]([F:17])[C:11]=2[F:18])O)=[C:4]([CH3:19])[CH:3]=1.S(Cl)([Cl:22])=O.CN(C)C=O>C(Cl)Cl>[Br:1][C:2]1[CH:3]=[C:4]([CH3:19])[C:5]([CH:8]([Cl:22])[C:10]2[C:15]([F:16])=[CH:14][CH:13]=[C:12]([F:17])[C:11]=2[F:18])=[CH:6][N:7]=1. Reported procedure: To a solution of (6-bromo-4-methylpyridin-3-yl)(2,3,6-trifluorophenyl)methanol (4.60 g, 13.9 mmol) in methylene chloride (70 ml), thionyl chloride (10.1 ml, 139 mmol) and N,N-dimethylformamide (0.60 ml) were added at 0° C., and the resulting mixture was stirred for 2 hours at room temperature. The reaction mixture was concentrated under reduced pressure, ethyl acetate was added to the resulting residue, and subsequently water and then saturated aqueous sodium hydrogencarbonate were added thereto... Starting materials: O=C(CBr)c1ccc2c(c1)S(=O)CN2, CC[SiH](CC)CC, O, O=C(O)C(F)(F)F. Yields the product O=S1CNc2ccc(CCBr)cc21. RXN SMILES: [Br:1][CH2:2][C:3](=[O:4])[c:5]1[cH:6][c:7]2[c:8]([cH:13][cH:14]1)[NH:9][CH2:10][S:11]2=[O:12].[CH2:15]([SiH:16]([CH2:17][CH3:18])[CH2:19][CH3:20])[CH3:21].[OH2:22].[OH:23][C:24]([C:25]([F:26])([F:27])[F:28])=[O:29]>>[Br:1][CH2:2][CH2:3][c:5]1[cH:6][c:7]2[c:8]([cH:13][cH:14]1)[NH:9][CH2:10][S:11]2=[O:12]. The reactants are C(CC)NC=C1C(N(C2=CC(=C(C=C2C1=O)OC)OC)C(=O)OCC)C (n-propylaminomethylene-6,7-dimethoxy-2-methyl-4-oxo-1,2,3,4-tetrahydro-1-quinoline carboxylic acid, ethyl ester), C(C)(C)(C)NC=C1C(N(C2=CC(=C(C=C2C1=O)OC)OC)C(=O)OCC)C (t-butylaminomethylene-6,7-dimethoxy-2-methyl-4-oxo-1,2,3,4-tetrahydro-1-quinoline carboxylic acid, ethyl ester), ethyl ester, C(C)(C)(CC)NC=C1C(N(C2=CC(=C(C=C2C1=O)OC)OC)C(=O)OCC)C (t-amylaminomethylene-6,7-dimethoxy-2-methyl-4-oxo-1,2,3,4-tetrahydro-1-quinoline carboxylic acid, ethyl ester), s-amylaminomethylene-6,7-dimethoxy-2-methyl-4-oxo-1,2,3,4-tetrahydro-1-quinoline carboxylic acid, ethyl ester, C(CCC)NC=C1C(N(C2=CC(=C(C=C2C1=O)OC)OC)C(=O)OCC)C (n-butylaminomethylene-6,7-dimethoxy-2-methyl-4-oxo-1,2,3,4-tetrahydro-1-quinoline carboxylic acid, ethyl ester), s-butylaminomethylene-6,7-dimethoxy-2-methyl-4-oxo-1,2,3,4-tetrahydro-1-carboxylic acid, n-amylaminomethylene-6,7-dimethoxy-2-methyl-4-oxo-1,2,3,4-tetrahydro-1-quinoline carboxylic acid, ethyl ester. Product: C(C)NC=C1C(N(C2=CC(=C(C=C2C1=O)OC)OC)C(=O)OCC)C (3-ethylaminomethylene-6,7-dimethoxy-2-methyl-4-oxo-1,2,3,4-tetrahydro-1-quinoline carboxylic acid, ethyl ester). As a reaction SMILES: [CH2:1]([NH:4][CH:5]=[C:6]1[C:15](=[O:16])[C:14]2[C:9](=[CH:10][C:11]([O:19][CH3:20])=[C:12]([O:17][CH3:18])[CH:13]=2)[N:8]([C:21]([O:23][CH2:24][CH3:25])=[O:22])[CH:7]1[CH3:26])[CH2:2]C.C(NC=C1C(=O)C2C(=CC(OC)=C(OC)C=2)N(C(OCC)=O)C1C)CCC.C(NC=C1C(=O)C2C(=CC(OC)=C(OC)C=2)N(C(OCC)=O)C1C)(C)(C)C.C(NC=C1C(=O)C2C(=CC(OC)=C(OC)C=2)N(C(OCC)=O)C1C)(CC)(C)C>>[CH2:1]([NH:4][CH:5]=[C:6]1[C:15](=[O:16])[C:14]2[C:9](=[CH:10][C:11]([O:19][CH3:20])=[C:12]([O:17][CH3:18])[CH:13]=2)[N:8]([C:21]([O:23][CH2:24][CH3:25])=[O:22])[CH:7]1[CH3:26])[CH3:2]. Procedure: n-propylaminomethylene-6,7-dimethoxy-2-methyl-4-oxo-1,2,3,4-tetrahydro-1-quinoline carboxylic acid, ethyl ester; n-butylaminomethylene-6,7-dimethoxy-2-methyl-4-oxo-1,2,3,4-tetrahydro-1-quinoline carboxylic acid, ethyl ester; s-butylaminomethylene-6,7-dimethoxy-2-methyl-4-oxo-1,2,3,4-tetrahydro-1-carboxylic acid, ethyl ester; t-butylaminomethylene-6,7-dimethoxy-2-methyl-4-oxo-1,2,3,4-tetrahydro-1-quinoline carboxylic acid, ethyl ester; n-amylaminomethylene-6,7-dimethoxy-2-methyl-4-oxo-1,2,3,4-tet...